Task: describe an organic reaction: reactants, conditions, products, and yield. Dataset: the Open Reaction Database (ORD), a public repository of structured organic reaction records Starting materials: ClC1=C(C=C2NC(C(N(C2=C1)CC(=O)OC)=O)=O)[N+](=O)[O-] (7-chloro-1-(methoxycarbonylmethyl)-6-nitro-2,3(1H,4H)-quinoxalinedione). Reagents/catalysts: [Ni] (Raney nickel). Solvent: CN(C=O)C (dimethylformamide). Yields the product NC=1C=C2NC(C(N(C2=CC1Cl)CC(=O)OC)=O)=O (6-Amino-7-chloro-1-(methoxycarbonylmethyl)-2,3(1H,4H)-quinoxalinedione). The yield is 99.4%. Reaction SMILES: [Cl:1][C:2]1[CH:11]=[C:10]2[C:5]([NH:6][C:7](=[O:18])[C:8](=[O:17])[N:9]2[CH2:12][C:13]([O:15][CH3:16])=[O:14])=[CH:4][C:3]=1[N+:19]([O-])=O>CN(C)C=O.[Ni]>[NH2:19][C:3]1[CH:4]=[C:5]2[C:10](=[CH:11][C:2]=1[Cl:1])[N:9]([CH2:12][C:13]([O:15][CH3:16])=[O:14])[C:8](=[O:17])[C:7](=[O:18])[NH:6]2. Procedure: 10 g (30.5 mmol) of 7-chloro-1-(methoxycarbonylmethyl)-6-nitro-2,3(1H,4H)-quinoxalinedione were dissolved in 300 ml of dimethylformamide and, after addition of 5 g of Raney nickel, hydrogenated under 1 bar at room temperature. The mixture was then filtered and the filtrate was concentrated under reduced pressure to yield 8.6 g (95%) of the product. Melting point>260° C. The reactants are Cl, CCOC(=O)n1nc(NC(=O)c2ccc(N3CCOCC3)cc2)c2cc(C(=O)OC(C)(C)C)sc21, C1COCCO1. The product is Cl, CCOC(=O)n1nc(NC(=O)c2ccc(N3CCOCC3)cc2)c2cc(C(=O)O)sc21. RXN SMILES: [ClH:36].[O:1]1[CH2:2][CH2:3][N:4]([c:7]2[cH:8][cH:9][c:10]([C:11](=[O:12])[NH:13][c:14]3[c:15]4[c:16]([n:17]([C:19](=[O:20])[O:21][CH2:22][CH3:23])[n:18]3)[s:24][c:25]([C:27](=[O:28])[O:29][C:30]([CH3:31])([CH3:32])[CH3:33])[cH:26]4)[cH:34][cH:35]2)[CH2:5][CH2:6]1.[O:37]1[CH2:38][CH2:39][O:40][CH2:41][CH2:42]1>>[ClH:36].[O:1]1[CH2:2][CH2:3][N:4]([c:7]2[cH:8][cH:9][c:10]([C:11](=[O:12])[NH:13][c:14]3[c:15]4[c:16]([n:17]([C:19](=[O:20])[O:21][CH2:22][CH3:23])[n:18]3)[s:24][c:25]([C:27](=[O:28])[OH:29])[cH:26]4)[cH:34][cH:35]2)[CH2:5][CH2:6]1. Starting materials: C1(=CC=C(C=C1)S(=O)(=O)O)C (p-toluenesulfonic acid), C([O-])([O-])=O.[Na+].[Na+] (sodium carbonate), NN1C(=NN=C(C1=O)C(C)CC)SC (4-amino-6-sec.-butyl-3-methylthio-1,2,4-triazin-5(4H)-one), O (water). Run in C(C(C)C)=O (isobutyraldehyde), C(Cl)Cl (methylene chloride). Product: C(C(C)C)=NN1C(=NN=C(C1=O)C(C)CC)SC (4-isobutylideneamino-6-sec.-butyl-3-methylthio-1,2,4-triazin-5 (4H)-one). As a reaction SMILES: [NH2:1][N:2]1[C:7](=[O:8])[C:6]([CH:9]([CH2:11][CH3:12])[CH3:10])=[N:5][N:4]=[C:3]1[S:13][CH3:14].[C:15]1([CH3:25])[CH:20]=CC(S(O)(=O)=O)=C[CH:16]=1.O.C(=O)([O-])[O-].[Na+].[Na+]>C(=O)C(C)C.C(Cl)Cl>[CH:16](=[N:1][N:2]1[C:7](=[O:8])[C:6]([CH:9]([CH2:11][CH3:12])[CH3:10])=[N:5][N:4]=[C:3]1[S:13][CH3:14])[CH:15]([CH3:25])[CH3:20] |f:3.4.5|. Procedure: 42.8 g of 4-amino-6-sec.-butyl-3-methylthio-1,2,4-triazin-5(4H)-one were dissolved in 60 ml of isobutyraldehyde. 0.2 g of p-toluenesulfonic acid was added, the mixture was stirred until the slightly exothermic reaction had subsided and was diluted with 200 ml of methylene chloride, and the whole was stirred with 100 ml of water, containing 0.5 g of sodium carbonate. The organic phase was separated off, washed with water and concentrated on a rotary evaporator. The residue which remained consiste... Reactants: CC#N, O=c1[nH]nc(Cc2c(Cl)cncc2Cl)c2ccc(OC(F)F)cc12, O=P(Cl)(Cl)Cl. The product is FC(F)Oc1ccc2c(Cc3c(Cl)cncc3Cl)nnc(Cl)c2c1. Reaction SMILES: [CH3:30][C:31]#[N:32].[Cl:1][c:2]1[cH:3][n:4][cH:5][c:6]([Cl:24])[c:7]1[CH2:8][c:9]1[n:10][nH:11][c:12](=[O:23])[c:13]2[cH:14][c:15]([O:19][CH:20]([F:21])[F:22])[cH:16][cH:17][c:18]12.[P:25]([Cl:26])([Cl:27])([Cl:28])=[O:29]>>[Cl:1][c:2]1[cH:3][n:4][cH:5][c:6]([Cl:24])[c:7]1[CH2:8][c:9]1[n:10][n:11][c:12]([Cl:27])[c:13]2[cH:14][c:15]([O:19][CH:20]([F:21])[F:22])[cH:16][cH:17][c:18]12. Reactants: ClC=1C2=C(N=C(N1)N1CCOCC1)N(CC2)C2=CC=NC=C2 (4-chloro-2-morpholin-4-yl-7-pyridin-4-yl-6,7-dihydro-5H-pyrrolo[2,3-d]pyrimidine), C(=O)(OC(C)(C)C)NCC1=CC=C(C=C1)B(O)O ([4-(N-Boc-aminomethyl)phenyl]boronic acid), B(O)O (boronic acid). Yields the product C(C)(C)(C)OC(=O)NCC1=CC=C(C=C1)C=1C2=C(N=C(N1)N1CCOCC1)N(CC2)C2=CC=NC=C2 (4-(4-tert-butoxycarbonylaminomethyl-phenyl)-2-(morpholin-4-yl)-7-(pyridin-4-yl)-6,7-dihydro-5H-pyrrolo[2,3-d]pyrimidine). As a reaction SMILES: Cl[C:2]1[C:3]2[CH2:16][CH2:15][N:14]([C:17]3[CH:22]=[CH:21][N:20]=[CH:19][CH:18]=3)[C:4]=2[N:5]=[C:6]([N:8]2[CH2:13][CH2:12][O:11][CH2:10][CH2:9]2)[N:7]=1.[C:23]([NH:30][CH2:31][C:32]1[CH:37]=[CH:36][C:35](B(O)O)=[CH:34][CH:33]=1)([O:25][C:26]([CH3:29])([CH3:28])[CH3:27])=[O:24].B(O)O>>[C:26]([O:25][C:23]([NH:30][CH2:31][C:32]1[CH:37]=[CH:36][C:35]([C:2]2[C:3]3[CH2:16][CH2:15][N:14]([C:17]4[CH:22]=[CH:21][N:20]=[CH:19][CH:18]=4)[C:4]=3[N:5]=[C:6]([N:8]3[CH2:13][CH2:12][O:11][CH2:10][CH2:9]3)[N:7]=2)=[CH:34][CH:33]=1)=[O:24])([CH3:29])([CH3:27])[CH3:28]. Procedure details: In the same manner as Example 1-B-10, using 4-chloro-2-morpholin-4-yl-7-pyridin-4-yl-6,7-dihydro-5H-pyrrolo[2,3-d]pyrimidine, and [4-(N-Boc-aminomethyl)phenyl]boronic acid as a boronic acid, 4-(4-tert-butoxycarbonylaminomethyl-phenyl)-2-(morpholin-4-yl)-7-(pyridin-4-yl)-6,7-dihydro-5H-pyrrolo[2,3-d]pyrimidine was obtained. This was dissolved in 1N hydrochloric acid-acetic acid, followed by stirring at room temperature for 40 minutes, and diethyl ether was added to the reaction mixture, to filter...